Dataset: the Open Reaction Database (ORD), a public repository of structured organic reaction records. Task: describe an organic reaction: reactants, conditions, products, and yield The reactants are C(O)(O)=O.C1(O)=C(O)C(O)=CC=C1 (pyrogallol carbonate), C(Cl)[C@@H]1CO1 ((S)-epichlorohydrin), N1=CC=CC=C1 (pyridine). Run in C(C)(=O)OCC (ethyl acetate). Product: OC1=CC=CC2=C1O[C@H](CO2)CO ((S)-8-hydroxy-1,4-benzodioxan-2-ylmethanol). The yield is 10.1%. As a reaction SMILES: C(=O)(O)O.[C:5]1([CH:13]=[CH:12][CH:11]=[C:9]([OH:10])[C:7]=1[OH:8])[OH:6].[CH2:14]([C@H:16]1[O:18][CH2:17]1)Cl.N1C=CC=CC=1>C(OCC)(=O)C>[OH:6][C:5]1[C:7]2[O:8][C@@H:16]([CH2:17][OH:18])[CH2:14][O:10][C:9]=2[CH:11]=[CH:12][CH:13]=1 |f:0.1|. Reported procedure: A mixture of pyrogallol carbonate (8.2 g), (S)-epichlorohydrin (5.0 g) and dry pyridine (0.2 ml) in dry ethyl acetate (50 ml) was heated under reflux for 2 hours. The solvent was removed in vacuo, water (30 ml) was added, and the mixture heated under reflux for 30 minutes. A solution of potassium hydroxide (10 g) in water (20 ml) was added dropwise and the mixture heated under reflux under nitrogen for a further 30 minutes. The cooled mixture was diluted with water (100 ml), acidified with hydro... The reactants are CCOC(=O)c1c(-c2cc(C)on2)n[nH]c1C, COc1cc(N2CCN(C(=O)CCl)C(C)C2)ccc1Cl. Product: CCOC(=O)c1c(-c2cc(C)on2)nn(CC(=O)N2CCN(c3ccc(Cl)c(OC)c3)CC2C)c1C. RXN SMILES: [CH2:1]([CH3:2])[O:3][C:4](=[O:5])[c:6]1[c:7](-[c:12]2[n:13][o:14][c:15]([CH3:17])[cH:16]2)[n:8][nH:9][c:10]1[CH3:11].[Cl:18][CH2:19][C:20](=[O:21])[N:22]1[CH:23]([CH3:37])[CH2:24][N:25]([c:28]2[cH:29][c:30]([O:35][CH3:36])[c:31]([Cl:34])[cH:32][cH:33]2)[CH2:26][CH2:27]1>>[CH2:1]([CH3:2])[O:3][C:4](=[O:5])[c:6]1[c:7](-[c:12]2[n:13][o:14][c:15]([CH3:17])[cH:16]2)[n:8][n:9]([CH2:19][C:20](=[O:21])[N:22]2[CH:23]([CH3:37])[CH2:24][N:25]([c:28]3[cH:29][c:30]([O:35][CH3:36])[c:31]([Cl:34])[cH:32][cH:33]3)[CH2:26][CH2:27]2)[c:10]1[CH3:11]. As a reaction SMILES: [CH3:1][O:2][N:3]([CH3:21])[C:4]([C:6]1[C:11]([NH2:12])=[N:10][CH:9]=[C:8](C2C=CC(Cl)=C(Cl)C=2)[N:7]=1)=[O:5].[CH3:22][C:23]1[CH:28]=[CH:27][C:26]([S:29]([N:32]2[CH2:37][CH2:36][O:35][CH2:34][CH2:33]2)(=[O:31])=[O:30])=[CH:25][C:24]=1B(O)O>>[CH3:1][O:2][N:3]([CH3:21])[C:4]([C:6]1[C:11]([NH2:12])=[N:10][CH:9]=[C:8]([C:24]2[CH:25]=[C:26]([S:29]([N:32]3[CH2:37][CH2:36][O:35][CH2:34][CH2:33]3)(=[O:31])=[O:30])[CH:27]=[CH:28][C:23]=2[CH3:22])[N:7]=1)=[O:5]. Procedure: This compound is prepared in an analogous manner to intermediate B substituting 3,4 dichlorophenyl boronic acid with 2-methyl-5-(N-morpholinylsulfonyl)phenyl boronic acid in step 2. The title compound is obtained as an off-white solid. [M+H]+ 422. The product is CON(C(=O)C1=NC(=CN=C1N)C1=C(C=CC(=C1)S(=O)(=O)N1CCOCC1)C)C (3-Amino-6-[2-methyl-5-(morpholine-4-sulfonyl)-phenyl]-pyrazine-2-carboxylic acid methoxy-methyl amide). Reactants: CON(C(=O)C1=NC(=CN=C1N)C1=CC(=C(C=C1)Cl)Cl)C (3-amino-6-(3,4-dichloro-phenyl)-pyrazine-2-carboxylic acid methoxy-methyl amide), CC1=C(C=C(C=C1)S(=O)(=O)N1CCOCC1)B(O)O (2-methyl-5-(N-morpholinylsulfonyl)phenyl boronic acid). Starting materials: Cl, CC(C)(C)OC(=O)N1CCC(Oc2ccc(OCCC(F)(F)F)cc2)CC1, C1COCCO1. Product: Cl, FC(F)(F)CCOc1ccc(OC2CCNCC2)cc1. Reaction SMILES: [ClH:1].[F:2][C:3]([CH2:4][CH2:5][O:6][c:7]1[cH:8][cH:9][c:10]([O:11][CH:12]2[CH2:13][CH2:14][N:15]([C:18]([O:19][C:20]([CH3:21])([CH3:22])[CH3:23])=[O:24])[CH2:16][CH2:17]2)[cH:25][cH:26]1)([F:27])[F:28].[O:29]1[CH2:30][CH2:31][O:32][CH2:33][CH2:34]1>>[ClH:1].[F:2][C:3]([CH2:4][CH2:5][O:6][c:7]1[cH:8][cH:9][c:10]([O:11][CH:12]2[CH2:13][CH2:14][NH:15][CH2:16][CH2:17]2)[cH:25][cH:26]1)([F:27])[F:28]. The reactants are FC1=CC=C(CN(C(=O)C=2C=NC3=C(C=CC=C3C2)N)C)C=C1 (3-[N-(4-fluorobenzyl)-N-methylcarbamoyl]-8-aminoquinoline), C(C)OC=C(C(=O)OCC)C(=O)OCC (diethyl ethoxymethylenemalonate). Product: C(C)OC(=O)C1C=NC2=C3N=CC(=CC3=CC=C2C1=O)C(N(C)CC1=CC=C(C=C1)F)=O (3-ethoxycarbonyl-8-[N-(4-fluorobenzyl)-N-methylcarbamoyl]-4-oxo-3,4-dihydro-1,10-phenanthroline). Yield: 64.0%. Reaction SMILES: [F:1][C:2]1[CH:23]=[CH:22][C:5]([CH2:6][N:7]([CH3:21])[C:8]([C:10]2[CH:11]=[N:12][C:13]3[C:18]([CH:19]=2)=[CH:17][CH:16]=[CH:15][C:14]=3[NH2:20])=[O:9])=[CH:4][CH:3]=1.C([O:26][CH:27]=[C:28]([C:34](OCC)=O)[C:29]([O:31][CH2:32][CH3:33])=[O:30])C>>[CH2:32]([O:31][C:29]([CH:28]1[C:27](=[O:26])[C:15]2[C:14](=[C:13]3[C:18](=[CH:17][CH:16]=2)[CH:19]=[C:10]([C:8](=[O:9])[N:7]([CH2:6][C:5]2[CH:22]=[CH:23][C:2]([F:1])=[CH:3][CH:4]=2)[CH3:21])[CH:11]=[N:12]3)[N:20]=[CH:34]1)=[O:30])[CH3:33]. Procedure: Using a procedure analogous to that described in Example 2 in the section relating to the preparation of starting materials 3-[N-(4-fluorobenzyl)-N-methylcarbamoyl]-8-aminoquinoline was reacted with diethyl ethoxymethylenemalonate to give 3-ethoxycarbonyl-8-[N-(4-fluorobenzyl)-N-methylcarbamoyl]-4-oxo-3,4-dihydro-1,10-phenanthroline in 64% yield, mp 206-207° C.